This data is from the Open Reaction Database (ORD), a public repository of structured organic reaction records. The task is: describe an organic reaction: reactants, conditions, products, and yield Starting materials: ClC1=NC=CC(=C1)[N+](=O)[O-] (2-chloro-4-nitropyridine), N1CCNCC1 (piperazine). Run in N1=CC=CC=C1 (pyridine). Product: [N+](=O)([O-])C1=CC(=NC=C1)N1CCNCC1 (1-[4-nitro-2-pyridinyl]piperazine). Isolated yield 18.8%. Reaction SMILES: Cl[C:2]1[CH:7]=[C:6]([N+:8]([O-:10])=[O:9])[CH:5]=[CH:4][N:3]=1.[NH:11]1[CH2:16][CH2:15][NH:14][CH2:13][CH2:12]1>N1C=CC=CC=1>[N+:8]([C:6]1[CH:5]=[CH:4][N:3]=[C:2]([N:11]2[CH2:16][CH2:15][NH:14][CH2:13][CH2:12]2)[CH:7]=1)([O-:10])=[O:9]. Reported procedure: A solution of 2-chloro-4-nitropyridine (4.89 g), and piperazine (7.90 g) in pyridine (90 ml) was heated under reflux for 5 hours and then evaporated. The residue was dissolved in water and the solution was basified with sodium bicarbonate (to pH 8-9) and then continuously extracted with dichloromethane. The extract was dried (Na2SO4) and evaporated to give an oil which was chromatographed on silica gel. Elution with dichloromethane/methanol/concentrated aqueous ammonia (98:2:1) first gave a soli... Starting materials: O.S([O-])(O)=O.[Na+].C(=O)C=O (Glyoxal sodium bisulphite hydrate), NC1=C(C=CC=C1N)OC (2,3-diaminoanisole). Reagents/catalysts: Cl (hydrochloric acid). The solvent is O (water), C(C)O (ethanol). Conditions: time 1 hour. Yields the product COC1=C2N=CC=NC2=CC=C1 (5-Methoxyquinoxaline). The yield is 77.9%. As a reaction SMILES: O.S(=O)(O)[O-].[Na+].[CH:7]([CH:9]=O)=O.[NH2:11][C:12]1[C:17]([NH2:18])=[CH:16][CH:15]=[CH:14][C:13]=1[O:19][CH3:20]>O.C(O)C.Cl>[CH3:20][O:19][C:13]1[CH:14]=[CH:15][CH:16]=[C:17]2[C:12]=1[N:11]=[CH:7][CH:9]=[N:18]2 |f:0.1.2.3|. Reported procedure: Glyoxal sodium bisulphite hydrate (10.0 g) in water (80 ml) was warmed to 60° C. then a solution of 2,3-diaminoanisole (3.40 g) in ethanol (40 ml) was added. The stirred mixture was then heated to 80° C. for 1 h before addition of concentrated hydrochloric acid (6 drops). Heating was continued for 1 h. It was allowed to cool overnight, concentrated in vacuo and poured into aqueous potassium carbonate (40 ml). Ethyl acetate (3×100 ml) extracts were washed with water (100 ml) and saturated brine (... The reactants are N#CCC(N)=O, CC(=O)[O-], CC(=O)O, Cc1ccccc1, [NH4+], CC(=O)Cc1ccccc1. Product: CC(Cc1ccccc1)=C(C#N)C(N)=O. As a reaction SMILES: [C:11](#[N:12])[CH2:13][C:14](=[O:15])[NH2:16].[CH3:18][C:19](=[O:20])[O-:21].[CH3:22][C:23](=[O:24])[OH:25].[CH3:26][c:27]1[cH:28][cH:29][cH:30][cH:31][cH:32]1.[NH4+:17].[c:1]1([CH2:7][C:8]([CH3:9])=[O:10])[cH:2][cH:3][cH:4][cH:5][cH:6]1>>[c:1]1([CH2:7][C:8]([CH3:9])=[C:13]([C:11]#[N:12])[C:14](=[O:15])[NH2:16])[cH:2][cH:3][cH:4][cH:5][cH:6]1. Starting materials: C(CC)N(C1CC2=CC(=C(C=C2C1)C(=O)OC)O)CCC (methyl 2-(dipropylamino)-2,3-dihydro-6-hydroxy-1H-indene-5-caboxylate), C(=O)N (formamide), C[O-].[Na+] (sodium methoxide), CO (methanol), Cl (HCl). Run in CN(C)C=O (DMF). Run at time 4 hour. Yields the product C(CC)N(C1CC2=CC(=C(C=C2C1)C(=O)N)O)CCC (2-(Dipropylamino)-2,3-dihydro-6-hydroxy-1H-indene-5-carboxamide). RXN SMILES: [CH2:1]([N:4]([CH2:19][CH2:20][CH3:21])[CH:5]1[CH2:13][C:12]2[C:7](=[CH:8][C:9]([OH:18])=[C:10]([C:14](OC)=[O:15])[CH:11]=2)[CH2:6]1)[CH2:2][CH3:3].C([NH2:24])=O.C[O-].[Na+].CO.Cl>CN(C=O)C>[CH2:1]([N:4]([CH2:19][CH2:20][CH3:21])[CH:5]1[CH2:13][C:12]2[C:7](=[CH:8][C:9]([OH:18])=[C:10]([C:14]([NH2:24])=[O:15])[CH:11]=2)[CH2:6]1)[CH2:2][CH3:3] |f:2.3|. Reported procedure: To a solution of methyl 2-(dipropylamino)-2,3-dihydro-6-hydroxy-1H-indene-5-caboxylate (86, 0.93 g, 2.9 mmol) and formamide (1.2 mL, 29 mmol) in DMF (20 mL) at 100° C. was added 25% sodium methoxide in methanol (1.3 mL, 5.8 mmol) dropwise. The mixture stirred for 4 h. The reaction was quenched with saturated NaHCO3 and extracted with EtOAc. The organic layer is washed with water, brine dried (MgSO4), filtered and concentrated to give the crude product. Chromatographic purification yielded pure p... Isolated yield 21.5%. Procedure details: A mixture of ethyl 2,4-dibenzyloxyphenoxyacetate (2 g), 10% w/v potassium hydroxide (10 mL) and methanol (50 mL) is stirred at ambient temperature for 1 hour. The reaction is concentrated in vacuo and acidified with 1 N HCL then extracted with ethyl acetate (2×100 mL). The organic layer is washed with water (2×100 mL), dried over magnesium sulphate, filtered and concentrated in vacuo to give a white powder. Recrystallisation from ethyl acetate/cyclohexane affords 2,4-dibenzyloxyphenoxyacetic aci... The reactants are C(C1=CC=CC=C1)OC1=C(OCC(=O)OCC)C=CC(=C1)OCC1=CC=CC=C1 (ethyl 2,4-dibenzyloxyphenoxyacetate), [OH-].[K+] (potassium hydroxide). As a reaction SMILES: [CH2:1]([O:8][C:9]1[CH:21]=[C:20]([O:22][CH2:23][C:24]2[CH:29]=[CH:28][CH:27]=[CH:26][CH:25]=2)[CH:19]=[CH:18][C:10]=1[O:11][CH2:12][C:13]([O:15]CC)=[O:14])[C:2]1[CH:7]=[CH:6][CH:5]=[CH:4][CH:3]=1.[OH-].[K+]>CO>[CH2:1]([O:8][C:9]1[CH:21]=[C:20]([O:22][CH2:23][C:24]2[CH:29]=[CH:28][CH:27]=[CH:26][CH:25]=2)[CH:19]=[CH:18][C:10]=1[O:11][CH2:12][C:13]([OH:15])=[O:14])[C:2]1[CH:3]=[CH:4][CH:5]=[CH:6][CH:7]=1 |f:1.2|. Run in CO (methanol). Run at time 1 hour. Yields the product C(C1=CC=CC=C1)OC1=C(OCC(=O)O)C=CC(=C1)OCC1=CC=CC=C1 (2,4-dibenzyloxyphenoxyacetic acid).